Dataset: the Open Reaction Database (ORD), a public repository of structured organic reaction records. Task: describe an organic reaction: reactants, conditions, products, and yield Starting materials: [N+](=O)([O-])\C(\C)=C/C1=CC=CC=C1 (Z-2-nitro-3-phenyl-2-propene). Procedure details: Z-2-nitro-3-phenyl-2-propene (151 mg 1 mmol) was reacted with yeast (5 g) and water (5 ml) according to Method I. The product was isolated as a racemic mixture of products in 41% yield. Reaction according to method II also resulted in a racemic mixture of products in 38% yield. The product is [N+](=O)([O-])C(C)CC1=CC=CC=C1 (2-nitro-3-phenylpropane). Isolated yield 41.0%. Run in O (water). RXN SMILES: [N+:1](/[C:4](=[CH:6]\[C:7]1[CH:12]=[CH:11][CH:10]=[CH:9][CH:8]=1)/[CH3:5])([O-:3])=[O:2]>O>[N+:1]([CH:4]([CH2:6][C:7]1[CH:12]=[CH:11][CH:10]=[CH:9][CH:8]=1)[CH3:5])([O-:3])=[O:2]. Starting materials: C1CCOC1, CC1Cc2cc3nc(N)n[n+]([O-])c3cc2C1, [Cu]I, ICI, CC(C)(C)ON=O. Product: CC1Cc2cc3nc(I)n[n+]([O-])c3cc2C1. Reaction SMILES: [CH2:27]1[O:28][CH2:29][CH2:30][CH2:31]1.[CH3:8][CH:9]1[CH2:10][c:11]2[cH:12][c:13]3[c:14]([n:15][c:16]([NH2:20])[n:17][n+:18]3[O-:19])[cH:21][c:22]2[CH2:23]1.[Cu:32][I:33].[I:24][CH2:25][I:26].[N:1]([O:2][C:3]([CH3:4])([CH3:5])[CH3:6])=[O:7]>>[CH3:8][CH:9]1[CH2:10][c:11]2[cH:12][c:13]3[c:14]([n:15][c:16]([I:24])[n:17][n+:18]3[O-:19])[cH:21][c:22]2[CH2:23]1.